Dataset: the Open Reaction Database (ORD), a public repository of structured organic reaction records. Task: describe an organic reaction: reactants, conditions, products, and yield The reactants are CC(C)([O-])C.[K+] (potassium tert-butoxide), FC(OC1=CC=C(C=C1)C1CC(CN(C1)C(=O)N1CCC(CC1)O)C(=O)OC)(F)F (methyl 5-(4-(trifluoromethoxy)phenyl)-1-[(4-hydroxypiperidin-1-yl)carbonyl]piperidine-3-carboxylate), Cl (hydrochloric acid). The product is OC1CCN(CC1)C(=O)N1CC(CC(C1)C1=CC=C(C=C1)OC(F)(F)F)C(=O)O (1-[(4-Hydroxypiperidin-1-yl)carbonyl]-5-[4-(trifluoromethoxy)phenyl]piperidine-3-carboxylic acid). As a reaction SMILES: [F:1][C:2]([F:30])([F:29])[O:3][C:4]1[CH:9]=[CH:8][C:7]([CH:10]2[CH2:15][N:14]([C:16]([N:18]3[CH2:23][CH2:22][CH:21]([OH:24])[CH2:20][CH2:19]3)=[O:17])[CH2:13][CH:12]([C:25]([O:27]C)=[O:26])[CH2:11]2)=[CH:6][CH:5]=1.CC(C)([O-])C.[K+].Cl>CO.O>[OH:24][CH:21]1[CH2:20][CH2:19][N:18]([C:16]([N:14]2[CH2:15][CH:10]([C:7]3[CH:8]=[CH:9][C:4]([O:3][C:2]([F:1])([F:29])[F:30])=[CH:5][CH:6]=3)[CH2:11][CH:12]([C:25]([OH:27])=[O:26])[CH2:13]2)=[O:17])[CH2:23][CH2:22]1 |f:1.2|. Conditions: temperature 60 celsius, time 8 hour. The solvent is O (water), CO (methanol). Procedure details: 828 mg (1.92 mmol) of methyl 5-(4-(trifluoromethoxy)phenyl)-1-[(4-hydroxypiperidin-1-yl)carbonyl]piperidine-3-carboxylate were dissolved in 70 ml of methanol, 2159 mg (19.24 mmol) of potassium tert-butoxide were added and the mixture was stirred at 60° C. overnight. For work-up, the reaction solution was diluted with water and acidified with 1N hydrochloric acid (pH 1). The mixture was extracted with ethyl acetate. The combined organic phases were dried with sodium sulphate and concentrated unde...